Dataset: the Open Reaction Database (ORD), a public repository of structured organic reaction records. Task: describe an organic reaction: reactants, conditions, products, and yield Starting materials: Cl (hydrochloric acid), ClC=1C(=NC(=CC1)C1=CC=CC=C1)COC1=CC=C(CN2N=C(C(=C2)CCC(=O)OCC)OCC)C=C1 (ethyl 3-[1-[4-(3-chloro-6-phenyl-2-pyridylmethoxy)benzyl]-3-ethoxy-1H-pyrazol-4-yl]propionate), [OH-].[Na+] (sodium hydroxide), O1CCCC1 (tetrahydrofuran). Run in C(C)O (ethanol). Reaction conditions: time 3 hour. Product: ClC=1C(=NC(=CC1)C1=CC=CC=C1)COC1=CC=C(CN2N=C(C(=C2)CCC(=O)O)OCC)C=C1 (3-[1-[4-(3-chloro-6-phenyl-2-pyridylmethoxy)benzyl]-3-ethoxy-1H-pyrazol-4-yl]propionic acid). Yield: 95.8%. Reaction SMILES: [Cl:1][C:2]1[C:3]([CH2:14][O:15][C:16]2[CH:37]=[CH:36][C:19]([CH2:20][N:21]3[CH:25]=[C:24]([CH2:26][CH2:27][C:28]([O:30]CC)=[O:29])[C:23]([O:33][CH2:34][CH3:35])=[N:22]3)=[CH:18][CH:17]=2)=[N:4][C:5]([C:8]2[CH:13]=[CH:12][CH:11]=[CH:10][CH:9]=2)=[CH:6][CH:7]=1.[OH-].[Na+].O1CCCC1.Cl>C(O)C>[Cl:1][C:2]1[C:3]([CH2:14][O:15][C:16]2[CH:37]=[CH:36][C:19]([CH2:20][N:21]3[CH:25]=[C:24]([CH2:26][CH2:27][C:28]([OH:30])=[O:29])[C:23]([O:33][CH2:34][CH3:35])=[N:22]3)=[CH:18][CH:17]=2)=[N:4][C:5]([C:8]2[CH:13]=[CH:12][CH:11]=[CH:10][CH:9]=2)=[CH:6][CH:7]=1 |f:1.2|. Reported procedure: After a mixture of ethyl 3-[1-[4-(3-chloro-6-phenyl-2-pyridylmethoxy)benzyl]-3-ethoxy-1H-pyrazol-4-yl]propionate (738 mg), 1N aqueous sodium hydroxide solution (3 ml), tetrahydrofuran (6 ml) and ethanol (6 ml) was stirred at room temperature for 3 hours, 1 N hydrochloric acid (3 ml) was added to the mixture, and then the mixture was extracted with ethyl acetate. The ethyl acetate layer was washed with a saturated aqueous sodium chloride solution, dried (MgSO4) and concentrated. The resulting col... Starting materials: N1N=C(C2=C1C=CS2)C=2NC1=CC=C(C=C1C2)C(CC)=O (1-[2-(1H-thieno[3,2-c]pyrazol-3-yl)-1H-indol-5-yl]-propan-1-one), N1(CCCC1)CC1=C(C=CC=C1)[Mg]Br ((2-(1-pyrrolidinylmethyl)phenyl)magnesium bromide). Run in O1CCCC1 (tetrahydrofuran). Conditions: time 1 hour. Yields the product N1(CCCC1)CC1=C(C=CC=C1)C(CC)(O)C=1C=C2C=C(NC2=CC1)C=1C2=C(NN1)C=CS2 (1-(2-pyrrolidin-1-ylmethyl-phenyl)-1-[2-(1H-thieno[3,2-c]pyrazol-3-yl)-1H-indol-5-yl]-propan-1-ol). Reaction SMILES: [NH:1]1[C:5]2[CH:6]=[CH:7][S:8][C:4]=2[C:3]([C:9]2[NH:10][C:11]3[C:16]([CH:17]=2)=[CH:15][C:14]([C:18](=[O:21])[CH2:19][CH3:20])=[CH:13][CH:12]=3)=[N:2]1.[N:22]1([CH2:27][C:28]2[CH:33]=[CH:32][CH:31]=[CH:30][C:29]=2[Mg]Br)[CH2:26][CH2:25][CH2:24][CH2:23]1>O1CCCC1>[N:22]1([CH2:27][C:28]2[CH:33]=[CH:32][CH:31]=[CH:30][C:29]=2[C:18]([C:14]2[CH:15]=[C:16]3[C:11](=[CH:12][CH:13]=2)[NH:10][C:9]([C:3]2[C:4]4[S:8][CH:7]=[CH:6][C:5]=4[NH:1][N:2]=2)=[CH:17]3)([OH:21])[CH2:19][CH3:20])[CH2:26][CH2:25][CH2:24][CH2:23]1. Procedure: To cooled (−40° C.) solution of 1-[2-(1H-thieno[3,2-c]pyrazol-3-yl)-1H-indol-5-yl]-propan-1-one (110 mg, 0.372 mmol, Example 28) in anhydrous tetrahydrofuran (2 mL) is added (2-(1-pyrrolidinylmethyl)phenyl)magnesium bromide (0.25 M in tetrahydrofuran) under nitrogen. After 1 h, the cooling bath is removed and the reaction temperature brought to room temperature. After overnight it is quenched by the addition of saturated ammonium chloride (2 mL). The resulting precipitate is dissolved with water... Reactants: BrC=1C(=NC(=NC1)S(=O)(=O)C)C=1SC=2C=NC=CC2N1 (2-(5-bromo-2-(methylsulfonyl)pyrimidin-4-yl)thiazolo[5,4-c]pyridine), NCCN1C(NC(C1(C)C)=O)=O (1-(2-Aminoethyl)-5,5-dimethyl-imidazolidine-2,4-dione), C(C)(C)N(C(C)C)CC (N,N-diisopropylethylamine). The solvent is C(C)(C)O (isopropanol). Conditions: temperature 160 celsius. Product: BrC=1C(=NC(=NC1)NCCN1C(NC(C1(C)C)=O)=O)C=1SC=2C=NC=CC2N1 (1-(2-(5-bromo-4-(thiazolo[5,4-c]pyridin-2-yl)pyrimidin-2-ylamino)ethyl)-5,5-dimethylimidazolidine-2,4-dione). Isolated yield 4.5%. As a reaction SMILES: [Br:1][C:2]1[C:3]([C:12]2[S:13][C:14]3[CH:15]=[N:16][CH:17]=[CH:18][C:19]=3[N:20]=2)=[N:4][C:5](S(C)(=O)=O)=[N:6][CH:7]=1.[NH2:21][CH2:22][CH2:23][N:24]1[C:28]([CH3:30])([CH3:29])[C:27](=[O:31])[NH:26][C:25]1=[O:32].C(N(CC)C(C)C)(C)C>C(O)(C)C>[Br:1][C:2]1[C:3]([C:12]2[S:13][C:14]3[CH:15]=[N:16][CH:17]=[CH:18][C:19]=3[N:20]=2)=[N:4][C:5]([NH:21][CH2:22][CH2:23][N:24]2[C:28]([CH3:29])([CH3:30])[C:27](=[O:31])[NH:26][C:25]2=[O:32])=[N:6][CH:7]=1. Reported procedure: A microwave tube was charged with 2-(5-bromo-2-(methylsulfonyl)pyrimidin-4-yl)thiazolo[5,4-c]pyridine (300 mg, 0.81 mmol), 1-(2-Aminoethyl)-5,5-dimethyl-imidazolidine-2,4-dione (138 mg, 0.81 mmol), isopropanol (3 mL) and N,N-diisopropylethylamine (0.21 mL, 1.21 mmol). The vessel was sealed and heated in a microwave reactor at 160° C. for 1000 seconds. The resulting solid was filtered off and washed with methanol (4×10 mL). The solid was then dissolved in dimethylsulfoxide (4 mL) and purified by ... Reactants: C(CCC)N(C1=CC=C(S1)C=O)CCCC (5-(dibutylamino)thiophene-2-carbaldehyde), C(CCC)N1C(C(=C(C=C1O)C)C#N)=O (1-butyl-6-hydroxy-4-methyl-2-oxo-1,2-dihydropyridine-3-carbonitrile). Solvent: C(C)(=O)OC(C)=O (acetic anhydride). Yields the product C(CCC)N1C(C(=C(\C(\C1=O)=C/C=1SC(=CC1)N(CCCC)CCCC)C)C#N)=O ((E)-1-butyl-5-((5-(dibutylamino)thiophen-2-yl)methylene)-4-methyl-2,6-dioxo-1,2,5,6-tetrahydropyridine-3-carbonitrile). As a reaction SMILES: [CH2:1]([N:5]([CH2:13][CH2:14][CH2:15][CH3:16])[C:6]1[S:10][C:9]([CH:11]=O)=[CH:8][CH:7]=1)[CH2:2][CH2:3][CH3:4].[CH2:17]([N:21]1[C:26]([OH:27])=[CH:25][C:24]([CH3:28])=[C:23]([C:29]#[N:30])[C:22]1=[O:31])[CH2:18][CH2:19][CH3:20]>C(OC(=O)C)(=O)C>[CH2:17]([N:21]1[C:26](=[O:27])/[C:25](=[CH:11]/[C:9]2[S:10][C:6]([N:5]([CH2:13][CH2:14][CH2:15][CH3:16])[CH2:1][CH2:2][CH2:3][CH3:4])=[CH:7][CH:8]=2)/[C:24]([CH3:28])=[C:23]([C:29]#[N:30])[C:22]1=[O:31])[CH2:18][CH2:19][CH3:20]. Reported procedure: To a 100 ml flask, 3.0 g of 5-(dibutylamino)thiophene-2-carbaldehyde, 2.59 g of 1-butyl-6-hydroxy-4-methyl-2-oxo-1,2-dihydropyridine-3-carbonitrile and 10 ml of acetic anhydride are added, followed by heating while refluxing. After completion of the reaction, the resulting material is cooled and the solvent is removed to obtain (E)-1-butyl-5-((5-(dibutylamino)thiophen-2-yl)methylene)-4-methyl-2,6-dioxo-1,2,5,6-tetrahydropyridine-3-carbonitrile in solid phase. Reactants: CN, CCO, CS(=O)(=O)OC1CCN(c2ccc3c(NC(=O)CC4CCCCC4)c(Cl)ccc3n2)C1. The product is CNC1CCN(c2ccc3c(NC(=O)CC4CCCCC4)c(Cl)ccc3n2)C1. RXN SMILES: [CH3:32][NH2:33].[CH3:34][CH2:35][OH:36].[Cl:1][c:2]1[c:3]([NH:22][C:23]([CH2:24][CH:25]2[CH2:26][CH2:27][CH2:28][CH2:29][CH2:30]2)=[O:31])[c:4]2[cH:5][cH:6][c:7]([N:12]3[CH2:13][CH:14]([O:17][S:18]([CH3:19])(=[O:20])=[O:21])[CH2:15][CH2:16]3)[n:8][c:9]2[cH:10][cH:11]1>>[Cl:1][c:2]1[c:3]([NH:22][C:23]([CH2:24][CH:25]2[CH2:26][CH2:27][CH2:28][CH2:29][CH2:30]2)=[O:31])[c:4]2[cH:5][cH:6][c:7]([N:12]3[CH2:13][CH:14]([NH:33][CH3:32])[CH2:15][CH2:16]3)[n:8][c:9]2[cH:10][cH:11]1. Starting materials: COc1cc(C(F)(F)F)cc(OC)c1C(=O)O, Cc1ccccc1, O=S(Cl)Cl. The product is COc1cc(C(F)(F)F)cc(OC)c1C(=O)Cl. Reaction SMILES: [CH3:1][O:2][c:3]1[c:4]([C:5](=[O:6])[OH:7])[c:8]([O:16][CH3:17])[cH:9][c:10]([C:12]([F:13])([F:14])[F:15])[cH:11]1.[CH3:22][c:23]1[cH:24][cH:25][cH:26][cH:27][cH:28]1.[S:18]([Cl:19])([Cl:20])=[O:21]>>[CH3:1][O:2][c:3]1[c:4]([C:5](=[O:6])[Cl:20])[c:8]([O:16][CH3:17])[cH:9][c:10]([C:12]([F:13])([F:14])[F:15])[cH:11]1. The reactants are CC1=C(C=O)C=CC(=C1)C (2,4-dimethylbenzaldehyde), NC=1C=C2[C@H]3[C@@H](N4C2=C(C1)COCC4)CCN(C3)C(=O)OC(C)(C)C (tert-butyl (7bR,11aS)-6-amino-1,2,7b,10,11,11a-hexahydro-4H-[1,4]oxazepino[6,5,4-hi]pyrido[4,3-b]indole-9(8H)-carboxylate). The product is CC1=C(CNC=2C=C3[C@H]4[C@@H](N5C3=C(C2)COCC5)CCNC4)C=CC(=C1)C ((7bR,11aS)-N-(2,4-dimethylbenzyl)-1,2,7b,8,9,10,11,11a-octahydro-4H-[1,4]oxazepino[6,5,4-hi]pyrido[4,3 b]indol-6-amine). Reaction SMILES: [CH3:1][C:2]1[CH:9]=[C:8]([CH3:10])[CH:7]=[CH:6][C:3]=1[CH:4]=O.[NH2:11][C:12]1[CH:13]=[C:14]2[C:18]3=[C:19]([CH2:21][O:22][CH2:23][CH2:24][N:17]3[C@H:16]3[CH2:25][CH2:26][N:27](C(OC(C)(C)C)=O)[CH2:28][C@@H:15]23)[CH:20]=1>>[CH3:1][C:2]1[CH:9]=[C:8]([CH3:10])[CH:7]=[CH:6][C:3]=1[CH2:4][NH:11][C:12]1[CH:13]=[C:14]2[C:18]3=[C:19]([CH2:21][O:22][CH2:23][CH2:24][N:17]3[C@H:16]3[CH2:25][CH2:26][NH:27][CH2:28][C@@H:15]23)[CH:20]=1. Reported procedure: Using 2,4-dimethylbenzaldehyde and following the procedures described in EXAMPLE 126, tert-butyl (7bR,11aS)-6-amino-1,2,7b,10,11,11a-hexahydro-4H-[1,4]oxazepino[6,5,4-hi]pyrido[4,3-b]indole-9(8H)-carboxylate from EXAMPLE 56, Part B was converted into the title compound of EXAMPLE 135. 1H NMR (CDCl3) δ: 9.55 (broad s, 1H), 9.35 (broad s, 1H), 7.18 (d, 1H, J=7.7 Hz), 7.01-6.95 (m, 2H), 6.64 (s, 1H), 6.51 (s, 1H), 4.57 (ABq, 2H), 4.254.20 (m, 1H), 4.20 (s, 2H), 3.67 (app t, 1H), 3.50-3.10 (m, 6H), ... The reactants are C(C1=CC=CC=C1)(=O)CC(=O)OCC (ethyl benzoylacetate), COC1=CC(=CC=C1)N (m-anisidine), Cl (HCl), O1CCOCC1 (dioxane). Run in C1(=CC=CC=C1)C (toluene), O (water). Reaction conditions: time 30 minute. The product is C1(=CC=CC=C1)C1=NC2=CC(=CC=C2C(=C1)O)OC (2-phenyl-4-hydroxy-7-methoxy-quinoline). Isolated yield 21.8%. As a reaction SMILES: [C:1]([CH2:9][C:10](OCC)=[O:11])(=O)[C:2]1[CH:7]=[CH:6][CH:5]=[CH:4][CH:3]=1.[CH3:15][O:16][C:17]1[CH:22]=[CH:21][CH:20]=[C:19]([NH2:23])[CH:18]=1.Cl.O1CCOCC1>C1(C)C=CC=CC=1.O>[C:2]1([C:1]2[CH:9]=[C:10]([OH:11])[C:20]3[C:19](=[CH:18][C:17]([O:16][CH3:15])=[CH:22][CH:21]=3)[N:23]=2)[CH:7]=[CH:6][CH:5]=[CH:4][CH:3]=1. Reported procedure: To a solution of ethyl benzoylacetate (10.00 g, 52.0 mmol., 1 eq) and m-anisidine (7.05 g, 57.2 mmol., 1.1 eq) in toluene (85 mL) was added 4M HCl in dioxane (0.520 mL, 2.08 mmol., 0.04 eq) dropwise. The reaction mixture was refluxed for 15 hours while water was collected in a Dean-Stark apparatus. The reaction mixture was left to cool to ambient temperature and the solvent removed under vacuum. The residue was suspended in diphenyl ether (28 mL) and the mixture was heated for 2 h at 240° C. The... Reactants: BrCc1ccccc1, C1CCOC1, CCOCC, CC(C)NC(C)C, CC(C)NC(C)C, [Li], [Li]C, Cc1ccc(S(=O)(=O)NC2COC(=O)C2)cc1. Yields the product Cc1ccc(S(=O)(=O)NC2COC(=O)C2Cc2ccccc2)cc1. Reaction SMILES: [Br:40][CH2:41][c:42]1[cH:43][cH:44][cH:45][cH:46][cH:47]1.[CH2:48]1[O:49][CH2:50][CH2:51][CH2:52]1.[CH3:11][CH2:12][O:13][CH2:14][CH3:15].[CH:16]([NH:17][CH:18]([CH3:19])[CH3:20])([CH3:21])[CH3:22].[CH:1]([NH:2][CH:3]([CH3:4])[CH3:5])([CH3:6])[CH3:7].[Li:8].[Li:9][CH3:10].[S:23](=[O:24])(=[O:25])([c:26]1[cH:27][cH:28][c:29]([CH3:30])[cH:31][cH:32]1)[NH:33][CH:34]1[CH2:35][C:36](=[O:37])[O:38][CH2:39]1>>[S:23](=[O:24])(=[O:25])([c:26]1[cH:27][cH:28][c:29]([CH3:30])[cH:31][cH:32]1)[NH:33][CH:34]1[CH:35]([CH2:41][c:42]2[cH:43][cH:44][cH:45][cH:46][cH:47]2)[C:36](=[O:37])[O:38][CH2:39]1.